This data is from the Open Reaction Database (ORD), a public repository of structured organic reaction records. The task is: describe an organic reaction: reactants, conditions, products, and yield The reactants are step-ii, CC1=NN(C(=C1B1OC(C(O1)(C)C)(C)C)C)CC1=CC(=CC=C1)C (3,5-dimethyl-1-(3-methylbenzyl)-4-(4,4,5,5-tetramethyl-1,3,2-dioxaborolan-2-yl)-1H-pyrazole), CC1=NN(C(=C1B1OC(C(O1)(C)C)(C)C)C)CC1=CC(=CC=C1)C (3,5-dimethyl-1-(3-methylbenzyl)-4-(4,4,5,5-tetramethyl-1,3,2-dioxaborolan-2-yl)-1H-pyrazole), IC1=CN(C2=NC=C(C=C21)C2=CC=C(C=C2)N2CCN(CC2)C(=O)OC(C)(C)C)S(=O)(=O)C2=CC=C(C)C=C2 (tert-butyl 4-(4-(3-iodo-1-tosyl-1H-pyrrolo[2,3-b]pyridin-5-yl)phenyl)piperazine-1-carboxylate), IC1=CN(C2=NC=C(C=C21)C2=CC=C(C=C2)N2CCN(CC2)C(=O)OC(C)(C)C)S(=O)(=O)C2=CC=C(C)C=C2 (tert-butyl 4-(4-(3-iodo-1-tosyl-1H-pyrrolo[2,3-b]pyridin-5-yl)phenyl)piperazine-1-carboxylate), C([O-])([O-])=O.[Na+].[Na+] (sodium carbonate). The reagents and catalysts are C1=CC=C(C=C1)P([C-]2C=CC=C2)C3=CC=CC=C3.C1=CC=C(C=C1)P([C-]2C=CC=C2)C3=CC=CC=C3.Cl[Pd]Cl.[Fe+2] (PdCl2(dppf)). Solvent: C1(=CC=CC=C1)C.C(C)O.O (toluene ethanol water). The product is CC1=NN(C(=C1C1=CN(C2=NC=C(C=C21)C2=CC=C(C=C2)N2CCN(CC2)C(=O)OC(C)(C)C)S(=O)(=O)C2=CC=C(C)C=C2)C)CC2=CC(=CC=C2)C (tert-butyl 4-(4-(3-(3,5-dimethyl-1-(3-methylbenzyl)-1H-pyrazol-4-yl)-1-tosyl-1H-pyrrolo[2,3-b]pyridin-5-yl)phenyl)piperazine-1-carboxylate). The yield is 30.8%. As a reaction SMILES: I[C:2]1[C:10]2[C:5](=[N:6][CH:7]=[C:8]([C:11]3[CH:16]=[CH:15][C:14]([N:17]4[CH2:22][CH2:21][N:20]([C:23]([O:25][C:26]([CH3:29])([CH3:28])[CH3:27])=[O:24])[CH2:19][CH2:18]4)=[CH:13][CH:12]=3)[CH:9]=2)[N:4]([S:30]([C:33]2[CH:39]=[CH:38][C:36]([CH3:37])=[CH:35][CH:34]=2)(=[O:32])=[O:31])[CH:3]=1.[CH3:40][C:41]1[C:45](B2OC(C)(C)C(C)(C)O2)=[C:44]([CH3:55])[N:43]([CH2:56][C:57]2[CH:62]=[CH:61][CH:60]=[C:59]([CH3:63])[CH:58]=2)[N:42]=1.C(=O)([O-])[O-].[Na+].[Na+]>C1C=CC(P(C2C=CC=CC=2)[C-]2C=CC=C2)=CC=1.C1C=CC(P(C2C=CC=CC=2)[C-]2C=CC=C2)=CC=1.Cl[Pd]Cl.[Fe+2].C1(C)C=CC=CC=1.C(O)C.O>[CH3:40][C:41]1[C:45]([C:2]2[C:10]3[C:5](=[N:6][CH:7]=[C:8]([C:11]4[CH:16]=[CH:15][C:14]([N:17]5[CH2:22][CH2:21][N:20]([C:23]([O:25][C:26]([CH3:29])([CH3:28])[CH3:27])=[O:24])[CH2:19][CH2:18]5)=[CH:13][CH:12]=4)[CH:9]=3)[N:4]([S:30]([C:33]3[CH:39]=[CH:38][C:36]([CH3:37])=[CH:35][CH:34]=3)(=[O:32])=[O:31])[CH:3]=2)=[C:44]([CH3:55])[N:43]([CH2:56][C:57]2[CH:62]=[CH:61][CH:60]=[C:59]([CH3:63])[CH:58]=2)[N:42]=1 |f:2.3.4,5.6.7.8,9.10.11|. Reported procedure: Using similar reaction conditions as described in step-ii of example-1, tert-butyl 4-(4-(3-iodo-1-tosyl-1H-pyrrolo[2,3-b]pyridin-5-yl)phenyl)piperazine-1-carboxylate (intermediate 41) (300 mg, 0.4 mmol) was coupled with (Intermediate 56A) 3,5-dimethyl-1-(3-methylbenzyl)-4-(4,4,5,5-tetramethyl-1,3,2-dioxaborolan-2-yl)-1H-pyrazole (163 mg, 0.5 mmol) in sodium carbonate (147 mg, 1.0 mmol), PdCl2(dppf) (17 mg, 0.02 mmol), toluene/ethanol/water (2/2/3 ml) to give 90 mg (28% yield) of titled compound.